This data is from the Open Reaction Database (ORD), a public repository of structured organic reaction records. The task is: describe an organic reaction: reactants, conditions, products, and yield Starting materials: COC(C1=CN=C(C=C1)N)=O (6-Aminonicotinic acid methyl ester), O.O.O.O.O.O.O.[Cl-].[Ce+3].[Cl-].[Cl-] (Cerium(III) chloride heptahydrate), [BH4-].[Li+] (lithium borohydride). Solvent: C1CCOC1 (THF). Conditions: time 1 hour. The product is NC1=CC=C(C=N1)CO ((6-Amino-pyridin-3-yl)-methanol). Reaction SMILES: C[O:2][C:3](=O)[C:4]1[CH:9]=[CH:8][C:7]([NH2:10])=[N:6][CH:5]=1.O.O.O.O.O.O.O.[Cl-].[Ce+3].[Cl-].[Cl-].[BH4-].[Li+]>C1COCC1>[NH2:10][C:7]1[N:6]=[CH:5][C:4]([CH2:3][OH:2])=[CH:9][CH:8]=1 |f:1.2.3.4.5.6.7.8.9.10.11,12.13|. Procedure: To a cold (0° C.) mixture of 6-Aminonicotinic acid methyl ester (0.511 g, 3.36 mmol) and Cerium(III) chloride heptahydrate (1.25 g, 3.36) in dry THF was slowly added lithium borohydride (8.4 mL, 1 M in THF) over a 30 minute period. The mixture was allowed to warm to room temperature overnight then slowly quenched by the addition of ice water (20 mL). After stirring for 1 hr the mixture was filtered through Celite diluted with EtOAc (30 mL) and layers were separated. The aqueous layer was further...